From a dataset of the Open Reaction Database (ORD), a public repository of structured organic reaction records. describe an organic reaction: reactants, conditions, products, and yield Conditions: time 1.5 hour. The reactants are C(=O)CCCCCCC(=O)OC (methyl 7-formylheptanoate), C(C)(=O)O (Acetic acid), C1(=C(C=CC=C1)CC(=O)O)C (o-Tolylacetic acid), solution, C(CCC)[Li] (butyllithium). Yields the product C(=O)(O)C(C(CCCCCCC(=O)OC)O)C1=C(C=CC=C1)C (methyl 9-carboxy-8-hydroxy-9-o-tolylnonanoate). As a reaction SMILES: [C:1]1([CH3:11])[CH:6]=[CH:5][CH:4]=[CH:3][C:2]=1[CH2:7][C:8]([OH:10])=[O:9].C([Li])CCC.[CH:17]([CH2:19][CH2:20][CH2:21][CH2:22][CH2:23][CH2:24][C:25]([O:27][CH3:28])=[O:26])=[O:18].C(O)(=O)C>C1COCC1.CCCCCC>[C:8]([CH:7]([C:2]1[CH:3]=[CH:4][CH:5]=[CH:6][C:1]=1[CH3:11])[CH:17]([OH:18])[CH2:19][CH2:20][CH2:21][CH2:22][CH2:23][CH2:24][C:25]([O:27][CH3:28])=[O:26])([OH:10])=[O:9]. Run in C1CCOC1 (THF), C1CCOC1 (THF), CCCCCC (hexane). Procedure details: o-Tolylacetic acid (4.56 g.) in THF (50 ml.) was treated at 5°-10° C. under argon with a 1.6M solution (36.0 ml.) of butyllithium in hexane. After 1 hour the solution obtained was added dropwise to a solution of methyl 7-formylheptanoate (5.68 g.) in dry THF (50 ml.) at -30 ° to -50° C. during 30 minutes. The mixture was stirred for 1.5 hours at the same temperature. Acetic acid (3.5 ml. ) was then added carefully and the mixture was evaporated. The residue was partitioned between ether (100 ml.... Starting materials: ClC1=C(C=CC(=C1)Cl)C1=CC=2N(C(=N1)SCC)C=C(N2)CN2CCN(CC2)C (7-(2,4-dichlorophenyl)-5-(ethylsulphanyl)-2-[(4-methylpiperazin-1-yl)methyl]-imidazo[1,2-c]pyrimidine), [OH-].[K+] (potassium hydroxide). Product: ClC1=C(C=CC(=C1)Cl)C1=CC=2N(C(=N1)O)C=C(N2)CN2CCN(CC2)C (7-(2,4-Dichlorophenyl)-2-[(4-methylpiperazin-1-yl)methyl]imidazo[1,2-c]pyrimidin-5-ol). RXN SMILES: [Cl:1][C:2]1[CH:7]=[C:6]([Cl:8])[CH:5]=[CH:4][C:3]=1[C:9]1[N:14]=[C:13](SCC)[N:12]2[CH:18]=[C:19]([CH2:21][N:22]3[CH2:27][CH2:26][N:25]([CH3:28])[CH2:24][CH2:23]3)[N:20]=[C:11]2[CH:10]=1.[OH-:29].[K+]>>[Cl:1][C:2]1[CH:7]=[C:6]([Cl:8])[CH:5]=[CH:4][C:3]=1[C:9]1[N:14]=[C:13]([OH:29])[N:12]2[CH:18]=[C:19]([CH2:21][N:22]3[CH2:27][CH2:26][N:25]([CH3:28])[CH2:24][CH2:23]3)[N:20]=[C:11]2[CH:10]=1 |f:1.2|. Reported procedure: In analogy to Example 10A, 500 mg (97% of theory) of the product are obtained from 675 mg (1.31 mmol) of 7-(2,4-dichlorophenyl)-5-(ethylsulphanyl)-2-[(4-methylpiperazin-1-yl)methyl]-imidazo[1,2-c]pyrimidine (Example 93A) by heating in methanolic potassium hydroxide solution. Reactants: B(Br)(Br)Br (BBr3), COC=1C=C(C=CC1)CCC1=CC(=CC=C1)OC (1,2-bis(3-methoxyphenyl)ethane). Run in C(Cl)Cl (CH2Cl2). Reaction conditions: time 8 hour. Yields the product OC=1C=C(C=CC1)CCC1=CC(=CC=C1)O (1,2-bis(3-hydroxyphenyl)ethane). Isolated yield 100.6%. RXN SMILES: B(Br)(Br)Br.C[O:6][C:7]1[CH:8]=[C:9]([CH2:13][CH2:14][C:15]2[CH:20]=[CH:19][CH:18]=[C:17]([O:21]C)[CH:16]=2)[CH:10]=[CH:11][CH:12]=1>C(Cl)Cl>[OH:6][C:7]1[CH:8]=[C:9]([CH2:13][CH2:14][C:15]2[CH:20]=[CH:19][CH:18]=[C:17]([OH:21])[CH:16]=2)[CH:10]=[CH:11][CH:12]=1. Reported procedure: BBr3 (11.3 g, 45 mmol) was added to a solution of 1,2-bis(3-methoxyphenyl)ethane (Brunner et al., Inorg. Chim. Acta 2003, 350:39-48; 11.56 g; 47.8 mmol) in CH2Cl2 at −78° C. The reaction mixture was slowly warmed to room temperature, and stirred overnight. The reaction mixture was quenched with water, diluted with CH2Cl2, and the reaction mixture extracted with 2 M solution of NaOH (3×100 mL). The aqueous layer was slowly acidified at 0° C. with concentrated HCl to approximately pH=1, the grey p... Reactants: C1(=CC=CC=C1)P(=O)(C1=CC=CC=C1)OC=1[C@@H]([C@@H]2N(C1C(=O)OCC1=CC=C(C=C1)[N+](=O)[O-])C([C@@H]2[C@@H](C)O)=O)C (p-nitrobenzyl (1R,5S,6S)-2-(diphenylphosphoryloxy)-6-[(R)-1-hydroxyethyl]-1-methylcarbapen-2-em-3-carboxylate), C(C)(C)N(CC)C(C)C (diisopropylethylamine), C(C)(=O)SC1CN(C1)C=1SC=C(N1)CNC(=O)C=1SC=CC1 (3-acetylthio-1-{4-[(thiophene-2-carbonylamino)methyl]-1,3-thiazol-2-yl}azetidine), C(C)(=O)O.NN (hydrazine acetate), C(O)([O-])=O.[Na+] (sodium hydrogencarbonate). Run in C(C)#N (acetonitrile), CN(C=O)C (dimethylformamide), C(C)(=O)OCC (ethyl acetate). Run at time 1 hour. Yields the product S1C(=CC=C1)C(=O)NCC=1N=C(SC1)N1CC(C1)SC=1[C@@H]([C@H]2N(C1C(=O)OCC1=CC=C(C=C1)[N+](=O)[O-])C([C@@H]2[C@@H](C)O)=O)C (p-nitrobenzyl (1R,5S,6S)-2-(1-{4-[(thiophene-2-carbonylamino)methyl]-1,3-thiazol-2-yl}azetidin-3-yl)thio-6-[(R)-1-hydroxyethyl]-1-methylcarbapen-2-em-3-carboxylate). Isolated yield 100.0%. Reaction SMILES: C([S:4][CH:5]1[CH2:8][N:7]([C:9]2[S:10][CH:11]=[C:12]([CH2:14][NH:15][C:16]([C:18]3[S:19][CH:20]=[CH:21][CH:22]=3)=[O:17])[N:13]=2)[CH2:6]1)(=O)C.C(O)(=O)C.NN.C1(P(O[C:44]2[C@H:45]([CH3:68])[C@H:46]3[C@@H:63]([C@H:64]([OH:66])[CH3:65])[C:62](=[O:67])[N:47]3[C:48]=2[C:49]([O:51][CH2:52][C:53]2[CH:58]=[CH:57][C:56]([N+:59]([O-:61])=[O:60])=[CH:55][CH:54]=2)=[O:50])(C2C=CC=CC=2)=O)C=CC=CC=1.C(N(C(C)C)CC)(C)C.C(=O)([O-])O.[Na+]>CN(C)C=O.C(#N)C.C(OCC)(=O)C>[S:19]1[CH:20]=[CH:21][CH:22]=[C:18]1[C:16]([NH:15][CH2:14][C:12]1[N:13]=[C:9]([N:7]2[CH2:6][CH:5]([S:4][C:44]3[C@H:45]([CH3:68])[C@@H:46]4[C@@H:63]([C@H:64]([OH:66])[CH3:65])[C:62](=[O:67])[N:47]4[C:48]=3[C:49]([O:51][CH2:52][C:53]3[CH:58]=[CH:57][C:56]([N+:59]([O-:61])=[O:60])=[CH:55][CH:54]=3)=[O:50])[CH2:8]2)[S:10][CH:11]=1)=[O:17] |f:1.2,5.6|. Procedure details: To a solution of 3-acetylthio-1-{4-[(thiophene-2-carbonylamino)methyl]-1,3-thiazol-2-yl}azetidine (490 mg, 1.52 mmol) (obtained as described in Reference Example 66) in dimethylformamide (15 ml) was added hydrazine acetate (169 mg, 1.83 mmol) at room temperature under an atmosphere of nitrogen and the mixture was stirred for 1 hour. After checking the completion of the reaction, a solution of p-nitrobenzyl (1R,5S,6S)-2-(diphenylphosphoryloxy)-6-[(R)-1-hydroxyethyl]-1-methylcarbapen-2-em-3-carbox... The reactants are IC=1C=C(C(=O)C2=C(OC3=C2C=CC=C3)CCC(=O)OC(C)CC)C=C(C1O)I (sec-butyl 3-(3,5-diiodo-4-hydroxybenzoyl)benzofurane-2-propionate), Cl.C(C)N(CC)CCCl (diethylaminoethyl chloride, hydrochloride salt), [OH-].[Na+] (sodium hydroxide). The reagents and catalysts are [Cl-].C(C1=CC=CC=C1)[N+](CC)(CC)CC (benzyltriethylammonium chloride). The solvent is 2L, O (water), 2L, C(Cl)Cl (methylene chloride), O (water). Run at time 5 hour. The product is IC=1C=C(C(=O)C2=C(OC3=C2C=CC=C3)CCC(=O)OC(C)CC)C=C(C1OCCN(CC)CC)I (sec-butyl 3-(3,5-diiodo-4-diethylaminoethoxybenzoyl)benzofurane-2-propionate). RXN SMILES: [I:1][C:2]1[CH:3]=[C:4]([CH:25]=[C:26]([I:29])[C:27]=1[OH:28])[C:5]([C:7]1[C:11]2[CH:12]=[CH:13][CH:14]=[CH:15][C:10]=2[O:9][C:8]=1[CH2:16][CH2:17][C:18]([O:20][CH:21]([CH2:23][CH3:24])[CH3:22])=[O:19])=[O:6].Cl.[CH2:31]([N:33]([CH2:36][CH2:37]Cl)[CH2:34][CH3:35])[CH3:32].[OH-].[Na+]>C(Cl)Cl.O.[Cl-].C([N+](CC)(CC)CC)C1C=CC=CC=1>[I:29][C:26]1[CH:25]=[C:4]([CH:3]=[C:2]([I:1])[C:27]=1[O:28][CH2:32][CH2:31][N:33]([CH2:36][CH3:37])[CH2:34][CH3:35])[C:5]([C:7]1[C:11]2[CH:12]=[CH:13][CH:14]=[CH:15][C:10]=2[O:9][C:8]=1[CH2:16][CH2:17][C:18]([O:20][CH:21]([CH2:23][CH3:24])[CH3:22])=[O:19])=[O:6] |f:1.2,3.4,7.8|. Procedure details: 619 g of compound 7 and 180 g of diethylaminoethyl chloride, hydrochloride salt, are dissolved in 2L of methylene chloride and 500 ml of water. To this add 23 g of benzyltriethylammonium chloride and 80 g of sodium hydroxide in 2L of water. Stir vigorously for 5 hours. Keep the organic phase. Wash with 1 L of water. Dry over sodium sulfate. Filter. Evaporate.